This data is from the Open Reaction Database (ORD), a public repository of structured organic reaction records. The task is: describe an organic reaction: reactants, conditions, products, and yield Starting materials: BrC=1C=C(C(=NC1)OC)[C@]1(N=C(O[C@@H](C1)C(F)(F)F)NC(OC(C)(C)C)=O)C (tert-Butyl ((4S,6S)-4-(5-bromo-2-methoxypyridin-3-yl)-4-methyl-6-(trifluoromethyl)-5,6-dihydro-4H-1,3-oxazin-2-yl)carbamate), FC(C(=O)O)(F)F (trifluoroacetic acid). Conditions: time 15 minute. Product: BrC=1C=C(C(=NC1)OC)[C@]1(N=C(O[C@@H](C1)C(F)(F)F)N)C ((4S,6S)-4-(5-bromo-2-methoxypyridin-3-yl)-4-methyl-6-(trifluoromethyl)-5,6-dihydro-4H-1,3-oxazin-2-amine). Isolated yield 83.1%. As a reaction SMILES: [Br:1][C:2]1[CH:3]=[C:4]([C@:10]2([CH3:28])[CH2:15][C@@H:14]([C:16]([F:19])([F:18])[F:17])[O:13][C:12]([NH:20]C(=O)OC(C)(C)C)=[N:11]2)[C:5]([O:8][CH3:9])=[N:6][CH:7]=1.FC(F)(F)C(O)=O>>[Br:1][C:2]1[CH:3]=[C:4]([C@:10]2([CH3:28])[CH2:15][C@@H:14]([C:16]([F:18])([F:19])[F:17])[O:13][C:12]([NH2:20])=[N:11]2)[C:5]([O:8][CH3:9])=[N:6][CH:7]=1. Procedure: tert-Butyl ((4S,6S)-4-(5-bromo-2-methoxypyridin-3-yl)-4-methyl-6-(trifluoromethyl)-5,6-dihydro-4H-1,3-oxazin-2-yl)carbamate (0.56 g, 1.196 mmol) was treated with trifluoroacetic acid, 99% (10 ml, 135 mmol) and the mixture was stirred at room temperature for 15 min. The solvent was removed and the residue was worked up with saturated sodium bicarbonate solution and extracted with dichloromethane three times. The combined organic layers were dried on sodium sulfate, filtered and concentrated. The ...